Dataset: the Open Reaction Database (ORD), a public repository of structured organic reaction records. Task: describe an organic reaction: reactants, conditions, products, and yield The solvent is C(C)O (ethanol). Procedure details: A 10 ml quantity of concentrated hydrochloric acid, 2.5 g of tetraethyl ammonium salt of p-toluenesulfonic acid and 5.5 g of triethyl ammonium chloride were dissolved in 60 ml of ethanol. The solution was placed in an anode chamber and a cathode chamber separated from each other by a diaphragm. In the cathode chamber was further introduced 10 m mole of p-benzyloxyphenyl trichloromethyl carbinol ##STR4## Then constant-current electrolysis was performed with use of lead as a cathode and carbon as ... Product: C(C1=CC=CC=C1)OC1=CC=C(C=C1)C(=CCl)Cl (p-benzyloxyphenyl-dichloroethylene). The reactants are Cl (hydrochloric acid), C(C)[N+](CC)(CC)CC (tetraethyl ammonium), C1(=CC=C(C=C1)S(=O)(=O)O)C (p-toluenesulfonic acid), [Cl-].C(C)[NH+](CC)CC (triethyl ammonium chloride), O (water). Yield: 91.0%. Reaction SMILES: [ClH:1].C([N+]([CH2:9][CH3:10])(CC)CC)C.[C:11]1([CH3:21])[CH:16]=[CH:15][C:14](S(O)(=O)=O)=[CH:13][CH:12]=1.[Cl-:22].C([NH+]([CH2:28][CH3:29])CC)C.[OH2:30]>C(O)C>[CH2:21]([O:30][C:29]1[CH:28]=[CH:13][C:12]([C:10]([Cl:22])=[CH:9][Cl:1])=[CH:11][CH:16]=1)[C:11]1[CH:16]=[CH:15][CH:14]=[CH:13][CH:12]=1 |f:3.4|. The reactants are CCCC(NS(=O)C(C)(C)C)c1cncc(Br)c1, Cl. Product: CCCC(N)c1cncc(Br)c1. As a reaction SMILES: [Br:1][c:2]1[cH:3][c:4]([CH:8]([CH2:9][CH2:10][CH3:11])[NH:12][S:13]([C:14]([CH3:15])([CH3:16])[CH3:17])=[O:18])[cH:5][n:6][cH:7]1.[ClH:19]>>[Br:1][c:2]1[cH:3][c:4]([CH:8]([CH2:9][CH2:10][CH3:11])[NH2:12])[cH:5][n:6][cH:7]1. Reactants: N=1ON=C2C1C=CC=C2S(=O)(=O)Cl (2,1,3-benzoxadiazole-4-sulfonyl chloride), O1CCCC1 (tetrahydrofuran), N (ammonia), [OH-].[NH4+] (ammonium hydroxide). The solvent is O (water). Conditions: time 3 hour. Product: N=1ON=C2C1C=CC=C2S(=O)(=O)N (2,1,3-Benzoxadiazole-4-sulfonamide). RXN SMILES: [N:1]1[O:2][N:3]=[C:4]2[C:9]([S:10](Cl)(=[O:12])=[O:11])=[CH:8][CH:7]=[CH:6][C:5]=12.O1CCCC1.[NH3:19].[OH-].[NH4+]>O>[N:1]1[O:2][N:3]=[C:4]2[C:9]([S:10]([NH2:19])(=[O:12])=[O:11])=[CH:8][CH:7]=[CH:6][C:5]=12 |f:3.4|. Procedure details: To a stirred solution of 3.0 g of 2,1,3-benzoxadiazole-4-sulfonyl chloride and 200 mL of tetrahydrofuran at -30° C. was added 10 mL of ammonia under an inert atmosphere. The resulting suspension was stirred at ambient temperature for 3 hours. Concentrated ammonium hydroxide (20 mL) and water (20 mL) were added. The reaction was extracted with ethyl acetate and the organic extracts were combined, dried over magnesium sulfate, filtered, and stripped to give a crude solid. Recrystallization from ch... The reactants are C(#CCCCCCC)C=1C=C(SC1)C=O (4-(1-octynyl)-2-thiophenecarboxaldehyde), C(CC(=O)O)(=O)O (malonic acid). Run in CCCCCC (hexane). Yields the product C(#CCCCCCC)C=1C=C(SC1)/C=C/C(=O)O ((E)-3-[4-(1-Octynyl)-2-thienyl]prop-2-enoic acid). The yield is 91.0%. RXN SMILES: [C:1]([C:9]1[CH:10]=[C:11]([CH:14]=O)[S:12][CH:13]=1)#[C:2][CH2:3][CH2:4][CH2:5][CH2:6][CH2:7][CH3:8].C(O)(=O)[CH2:17][C:18]([OH:20])=[O:19]>CCCCCC>[C:1]([C:9]1[CH:10]=[C:11](/[CH:14]=[CH:17]/[C:18]([OH:20])=[O:19])[S:12][CH:13]=1)#[C:2][CH2:3][CH2:4][CH2:5][CH2:6][CH2:7][CH3:8]. Reported procedure: Reaction of 4-(1-octynyl)-2-thiophenecarboxaldehyde (1.1 g, 5 mmole) with malonic acid by the method described in Example 2 yielded the title compound 1.19 g, (91%) as a fawn solid, mp 81° (hexane) νmax (mull) 2600(vb) 1695, 1680, 1625, 965, 940, 830, 760; δ(CDCl3) 0.90(3H, t, J=6 Hz), 1.4(8H, m), 2.37(t, 2H, J=6 Hz), 6.22(H, d, 15 Hz), 7.25(1H, s), 7.40(1H, s), 7.80(d, 1H, J=15 Hz), 11.5(1H, bs). Starting materials: N(=O)[O-].[Na+] (sodium nitrite), [I-].[K+] (potassium iodide), BrC1=C(C=C(C=C1)Cl)N (2-bromo-5-chlorobenzenamine). Solvent: O (water), CCOC(=O)C (EtOAc), O (water), Cl (HCl). Reaction conditions: temperature 0 celsius, time 75 minute. Yields the product BrC1=C(C=C(C=C1)Cl)I (1-bromo-4-chloro-2-iodobenzene). The yield is 63.7%. RXN SMILES: [Br:1][C:2]1[CH:7]=[CH:6][C:5]([Cl:8])=[CH:4][C:3]=1N.N([O-])=O.[Na+].[I-:14].[K+]>Cl.O.CCOC(C)=O>[Br:1][C:2]1[CH:7]=[CH:6][C:5]([Cl:8])=[CH:4][C:3]=1[I:14] |f:1.2,3.4|. Reported procedure: A suspension of 2-bromo-5-chlorobenzenamine (11.348 g, 54.963 mmol) in concentrated HCl (100 mL) was cooled to 0° C. and treated dropwise over 20 minutes (using an addition funnel) with a solution of sodium nitrite (4.5506 g, 65.955 mmol) in water (20 mL). The reaction was stirred at 0° C. for 75 minutes. A solution of potassium iodide (27.372 g, 164.89 mmol) in water (50 mL) was added, and the reaction was stirred at 23° C. After 1 hour, the reaction was heated to 70° C. After 18 hours, the rea... The reactants are CNC, CCO, CC1(C)CC(c2cccc3ccccc23)c2ccc(OCC3CO3)cc2O1. The product is CN(C)CC(O)COc1ccc2c(c1)OC(C)(C)CC2c1cccc2ccccc12. As a reaction SMILES: [CH3:28][NH:29][CH3:30].[CH3:31][CH2:32][OH:33].[O:1]1[CH:2]([CH2:3][O:4][c:5]2[cH:6][cH:7][c:8]3[c:13]([cH:14]2)[O:12][C:11]([CH3:15])([CH3:16])[CH2:10][CH:9]3[c:17]2[cH:18][cH:19][cH:20][c:21]3[cH:22][cH:23][cH:24][cH:25][c:26]23)[CH2:27]1>>[OH:1][CH:2]([CH2:3][O:4][c:5]1[cH:6][cH:7][c:8]2[c:13]([cH:14]1)[O:12][C:11]([CH3:15])([CH3:16])[CH2:10][CH:9]2[c:17]1[cH:18][cH:19][cH:20][c:21]2[cH:22][cH:23][cH:24][cH:25][c:26]12)[CH2:27][N:29]([CH3:28])[CH3:30]. The reactants are C(CCC)N1C(C(=C(C2=NC=C(C=C12)CC1=CC=C(C=C1)F)O)C(=O)OCC)=O (ethyl 1-butyl-7-[(4-fluorophenyl)methyl]-4-hydroxy-2-oxo-1,2-dihydro-1,5-naphthyridine-3-carboxylate), NCCNC(C)=O (N-(2-aminoethyl)acetamide). Product: C(C)(=O)NCCNC(=O)C=1C(N(C2=CC(=CN=C2C1O)CC1=CC=C(C=C1)F)CCCC)=O (N-[2-(acetylamino)ethyl]-1-butyl-7-[(4fluorophenyl)methyl]-4-hydroxy-2-oxo-1,2-dihydro-1,5-naphthyridine-3-carboxamide). Isolated yield 58.7%. As a reaction SMILES: [CH2:1]([N:5]1[C:14]2[C:9](=[N:10][CH:11]=[C:12]([CH2:15][C:16]3[CH:21]=[CH:20][C:19]([F:22])=[CH:18][CH:17]=3)[CH:13]=2)[C:8]([OH:23])=[C:7]([C:24](OCC)=[O:25])[C:6]1=[O:29])[CH2:2][CH2:3][CH3:4].[NH2:30][CH2:31][CH2:32][NH:33][C:34](=[O:36])[CH3:35]>>[C:34]([NH:33][CH2:32][CH2:31][NH:30][C:24]([C:7]1[C:6](=[O:29])[N:5]([CH2:1][CH2:2][CH2:3][CH3:4])[C:14]2[C:9]([C:8]=1[OH:23])=[N:10][CH:11]=[C:12]([CH2:15][C:16]1[CH:17]=[CH:18][C:19]([F:22])=[CH:20][CH:21]=1)[CH:13]=2)=[O:25])(=[O:36])[CH3:35]. Reported procedure: In a similar manner to that described in example 196, from ethyl 1-butyl-7-[(4-fluorophenyl)methyl]-4-hydroxy-2-oxo-1,2-dihydro-1,5-naphthyridine-3-carboxylate (30 mg, 0.075 mmol) and N-(2-aminoethyl)acetamide (27 mg, 0.264 mmol) was prepared N-[2-(acetylamino)ethyl]-1-butyl-7-[(4fluorophenyl)methyl]-4-hydroxy-2-oxo-1,2-dihydro-1,5-naphthyridine-3-carboxamide (20 mg, 59% yield) as a white solid after purification by reverse phase HPLC. 1H NMR (CDCl3) δ 10.41 (br s, 1 H), 8.55 (s, 1 H), 7.27 (s, ... The product is CC(=O)N1CC2COC(OC(C)c3cc(C(F)(F)F)cc(C(F)(F)F)c3)C(c3ccccc3C)C2C1. RXN SMILES: [CH3:34][C:35](=[O:36])[O:37][C:38](=[O:39])[CH3:40].[F:1][C:2]([c:3]1[cH:4][c:5]([CH:13]([CH3:14])[O:15][CH:16]2[CH:17]([c:25]3[c:26]([CH3:31])[cH:27][cH:28][cH:29][cH:30]3)[CH:18]3[CH:19]([CH2:20][NH:21][CH2:22]3)[CH2:23][O:24]2)[cH:6][c:7]([C:9]([F:10])([F:11])[F:12])[cH:8]1)([F:32])[F:33]>>[F:1][C:2]([c:3]1[cH:4][c:5]([CH:13]([CH3:14])[O:15][CH:16]2[CH:17]([c:25]3[c:26]([CH3:31])[cH:27][cH:28][cH:29][cH:30]3)[CH:18]3[CH:19]([CH2:20][N:21]([C:35]([CH3:34])=[O:36])[CH2:22]3)[CH2:23][O:24]2)[cH:6][c:7]([C:9]([F:10])([F:11])[F:12])[cH:8]1)([F:32])[F:33]. Reactants: CC(=O)OC(C)=O, Cc1ccccc1C1C(OC(C)c2cc(C(F)(F)F)cc(C(F)(F)F)c2)OCC2CNCC21. The reactants are CC1=NC2=CC=CC=C2C1(C)C (2,3,3-trimethylindolenine), [N+](=O)([O-])C=1C=C(CI)C=C(C1)[N+](=O)[O-] (3,5-dinitrobenzyl iodide), C1=CC(=CC=C1Cl)Cl (dichlorobenzene). Reaction conditions: temperature 90 celsius. The product is [I-].[N+](=O)([O-])C=1C=C(C[N+]2=C(C(C3=CC=CC=C23)(C)C)C)C=C(C1)[N+](=O)[O-] (1-(3,5-Dinitrobenzyl)-2,3,3-trimethyl-3H-indolium iodide). The yield is 55.9%. As a reaction SMILES: [CH3:1][C:2]1[C:10]([CH3:12])([CH3:11])[C:9]2[C:4](=[CH:5][CH:6]=[CH:7][CH:8]=2)[N:3]=1.[N+:13]([C:16]1[CH:17]=[C:18]([CH:21]=[C:22]([N+:24]([O-:26])=[O:25])[CH:23]=1)[CH2:19][I:20])([O-:15])=[O:14].C1C(Cl)=CC=C(Cl)C=1>>[I-:20].[N+:13]([C:16]1[CH:17]=[C:18]([CH:21]=[C:22]([N+:24]([O-:26])=[O:25])[CH:23]=1)[CH2:19][N+:3]1[C:4]2[C:9](=[CH:8][CH:7]=[CH:6][CH:5]=2)[C:10]([CH3:12])([CH3:11])[C:2]=1[CH3:1])([O-:15])=[O:14] |f:3.4|. Procedure: To 2,3,3-trimethylindolenine (1.64 g) was added 3,5-dinitrobenzyl iodide (3.71 g) and dichlorobenzene (15 ml). After heating to 90° C. for 6 hours the mixture was allowed to cool and the resultant precipitate removed by filtration. The solid was washed with dichlorobenzene (2×10 ml) and ether (2×50 ml). The material was dried in a vacuum oven to give the product as a yellow solid (2.69 g). The reactants are O=C([O-])O, CCOCC, ClCCl, Cc1ccccc1, Cc1nn(C)c(O)c1C(=O)c1ccc([N+](=O)[O-])cc1Cl, C=[N+]=[N-], [Na+]. Yields the product COc1c(C(=O)c2ccc([N+](=O)[O-])cc2Cl)c(C)nn1C. Reaction SMILES: [C:4](=[O:5])([OH:6])[O-:7].[CH2:29]([O:30][CH2:31][CH3:32])[CH3:33].[CH2:34]([Cl:35])[Cl:36].[CH3:37][c:38]1[cH:39][cH:40][cH:41][cH:42][cH:43]1.[CH3:9][n:10]1[n:11][c:12]([CH3:28])[c:13]([C:16]([c:17]2[c:18]([Cl:26])[cH:19][c:20]([N+:23](=[O:24])[O-:25])[cH:21][cH:22]2)=[O:27])[c:14]1[OH:15].[N+:1](=[N-:2])=[CH2:3].[Na+:8]>>[CH3:3][O:15][c:14]1[n:10]([CH3:9])[n:11][c:12]([CH3:28])[c:13]1[C:16]([c:17]1[c:18]([Cl:26])[cH:19][c:20]([N+:23](=[O:24])[O-:25])[cH:21][cH:22]1)=[O:27].